This data is from the Open Reaction Database (ORD), a public repository of structured organic reaction records. The task is: describe an organic reaction: reactants, conditions, products, and yield Starting materials: [BH3-]C#N, CCOC(=O)C(=O)CCCC1CCN(C(=O)OCc2ccccc2)CC1, CC(=O)[O-], CCO, CC(=O)O, Cl, NC1COc2ccccc2N(CC(=O)OCc2ccccc2)C1=O, [Na+], [Na+]. Product: CCOC(=O)C(CCCC1CCN(C(=O)OCc2ccccc2)CC1)NC1COc2ccccc2N(CC(=O)OCc2ccccc2)C1=O. Reaction SMILES: [C:57]([BH3-:58])#[N:59].[CH2:31]([c:32]1[cH:33][cH:34][cH:35][cH:36][cH:37]1)[O:38][C:39](=[O:40])[N:41]1[CH2:42][CH2:43][CH:44]([CH2:47][CH2:48][CH2:49][C:50]([C:51](=[O:52])[O:53][CH2:54][CH3:55])=[O:56])[CH2:45][CH2:46]1.[CH3:27][C:28](=[O:29])[O-:30].[CH3:61][CH2:62][OH:63].[CH3:64][C:65](=[O:66])[OH:67].[ClH:1].[NH2:2][CH:3]1[CH2:4][O:5][c:6]2[c:7]([cH:22][cH:23][cH:24][cH:25]2)[N:8]([CH2:11][C:12](=[O:13])[O:14][CH2:15][c:16]2[cH:17][cH:18][cH:19][cH:20][cH:21]2)[C:9]1=[O:10].[Na+:26].[Na+:60]>>[NH:2]([CH:3]1[CH2:4][O:5][c:6]2[c:7]([cH:22][cH:23][cH:24][cH:25]2)[N:8]([CH2:11][C:12](=[O:13])[O:14][CH2:15][c:16]2[cH:17][cH:18][cH:19][cH:20][cH:21]2)[C:9]1=[O:10])[CH:50]([CH2:49][CH2:48][CH2:47][CH:44]1[CH2:43][CH2:42][N:41]([C:39]([O:38][CH2:31][c:32]2[cH:33][cH:34][cH:35][cH:36][cH:37]2)=[O:40])[CH2:46][CH2:45]1)[C:51](=[O:52])[O:53][CH2:54][CH3:55]. Reactants: O=C1[C@@H]([C@H](CC1)\C=C\C[C@@](CCC(=C(F)F)F)(C)O)CCSC=1SC=C(N1)C(=O)OC (Methyl 2-[(2-{(1R,5R)-2-oxo-5-[(1E,4S)-7,8,8-trifluoro-4-hydroxy-4-methyl-1,7-octadien-1-yl]cyclopentyl}ethyl)thio]-1,3-thiazole-4-carboxylate), [OH-].[Li+] (lithium hydroxide), aqueous solution, S(=O)(=O)(O)[O-].[K+] (potassium hydrogen sulfate). Run in COCCOC (1,2-dimethoxyethane), O (water). Conditions: time 2 hour. Product: O=C1[C@@H]([C@H](CC1)\C=C\C[C@@](CCC(=C(F)F)F)(C)O)CCSC=1SC=C(N1)C(=O)O (2-[(2-{(1R,5R)-2-oxo-5-[(1E,4S)-7,8,8-trifluoro-4-hydroxy-4-methyl-1,7-octadien-1-yl]cyclopentyl}ethyl)thio]-1,3-thiazole-4-carboxylic acid). The yield is 86.1%. As a reaction SMILES: [O:1]=[C:2]1[CH2:6][CH2:5][C@H:4](/[CH:7]=[CH:8]/[CH2:9][C@:10]([OH:19])([CH3:18])[CH2:11][CH2:12][C:13]([F:17])=[C:14]([F:16])[F:15])[C@H:3]1[CH2:20][CH2:21][S:22][C:23]1[S:24][CH:25]=[C:26]([C:28]([O:30]C)=[O:29])[N:27]=1.[OH-].[Li+].S([O-])(O)(=O)=O.[K+]>COCCOC.O>[O:1]=[C:2]1[CH2:6][CH2:5][C@H:4](/[CH:7]=[CH:8]/[CH2:9][C@:10]([OH:19])([CH3:18])[CH2:11][CH2:12][C:13]([F:17])=[C:14]([F:15])[F:16])[C@H:3]1[CH2:20][CH2:21][S:22][C:23]1[S:24][CH:25]=[C:26]([C:28]([OH:30])=[O:29])[N:27]=1 |f:1.2,3.4|. Procedure details: Compound 16 (152 mg) was dissolved in 1,2-dimethoxyethane (2.0 mL)/water (1.0 mL), and lithium hydroxide (16.0 mg) was added thereto under ice cooling, followed by stirring at room temperature for 2 hr. The reaction solution was poured into a 5% aqueous solution of potassium hydrogen sulfate and extracted with ethyl acetate. The organic layer was washed with water and saturated brine; dried with anhydrous sodium sulfate; and concentrated. The resulting residue was purified by silica gel column c... Starting materials: COC1=C(C=CC=C1)C1=CC=C2C=NC(=NN21)O (7-(2-methoxy-phenyl)-pyrrolo[2,1-f][1,2,4]triazin-2-ol), N1(CCOCC1)CCN1C=NC2=C1C=C(C=C2)N (3-(2-morpholin-4-yl-ethyl)-3H-benzimidazol-5-ylamine), N1(CCOCC1)CCN1C=NC2=C1C=CC(=C2)N (1-(2-morpholin-4-yl-ethyl)-1H-benzimidazol-5-ylamine), C(C)(C)(C)C=1NC2=C(N1)C=CC(=C2)N (2-tert-butyl-3H-benzimidazol-5-ylamine), N1(CCOCC1)CCN1N=C2C=CC(=CC2=C1)N (2-(2-morpholin-4-yl-ethyl)-2H-indazol-5-ylamine), N1(CCOCC1)CCN1N=CC2=CC(=CC=C12)N (1-(2-morpholin-4-yl-ethyl)-1H-indazol-5-ylamine), N1(CCOCC1)CCN1N=CC2=CC=C(C=C12)N (1-(2-morpholin-4-yl-ethyl)-1H-indazol-6-ylamine), N1(CCOCC1)CCN1N=C2C=C(C=CC2=C1)N (2-(2-morpholin-4-yl-ethyl)-2H-indazol-6-ylamine). The product is COC1=C(C=CC=C1)C1=CC=C2C=NC(=NN21)NC=2C=C1C=NN(C1=CC2)CCN2CCOCC2 ([7-(2-Methoxy-phenyl)-pyrrolo[2,1-f][1,2,4]triazin-2-yl]-[1-(2-morpholin-4-yl-ethyl)-1H-indazol-5-yl]-amine). As a reaction SMILES: [CH3:1][O:2][C:3]1[CH:8]=[CH:7][CH:6]=[CH:5][C:4]=1[C:9]1[N:17]2[C:12]([CH:13]=[N:14][C:15](O)=[N:16]2)=[CH:11][CH:10]=1.[N:19]1([CH2:25][CH2:26][N:27]2[C:35]3[C:30](=[CH:31][C:32]([NH2:36])=[CH:33][CH:34]=3)[CH:29]=[N:28]2)[CH2:24][CH2:23][O:22][CH2:21][CH2:20]1.N1(CCN2C3C(=CC=C(N)C=3)C=N2)CCOCC1.N1(CCN2C3C=CC(N)=CC=3N=C2)CCOCC1.N1(CCN2C3C=C(N)C=CC=3N=C2)CCOCC1.N1(CCN2C=C3C(C=C(N)C=C3)=N2)CCOCC1.N1(CCN2C=C3C(C=CC(N)=C3)=N2)CCOCC1.C(C1NC2C=C(N)C=CC=2N=1)(C)(C)C>>[CH3:1][O:2][C:3]1[CH:8]=[CH:7][CH:6]=[CH:5][C:4]=1[C:9]1[N:17]2[C:12]([CH:13]=[N:14][C:15]([NH:36][C:32]3[CH:31]=[C:30]4[C:35](=[CH:34][CH:33]=3)[N:27]([CH2:26][CH2:25][N:19]3[CH2:20][CH2:21][O:22][CH2:23][CH2:24]3)[N:28]=[CH:29]4)=[N:16]2)=[CH:11][CH:10]=1. Reported procedure: Following the procedure of Example 1315, 7-(2-methoxy-phenyl)-pyrrolo[2,1-f][1,2,4]triazin-2-ol (365 mg, 1.51 mmol)was coupled in parallel fashion to 1-(2-morpholin-4-yl-ethyl)-1H-indazol-5-ylamine (74 mg, 0.30 mmol), 1-(2-morpholin-4-yl-ethyl)-1H-indazol-6-ylamine (74 mg, 0.30 mmol), 1-(2-morpholin-4-yl-ethyl)-1H-benzimidazol-5-ylamine (74 mg, 0.30 mmol), 3-(2-morpholin-4-yl-ethyl)-3H-benzimidazol-5-ylamine (74 mg, 0.30 mmol), 2-(2-morpholin-4-yl-ethyl)-2H-indazol-6-ylamine (74 mg, 0.30 mmol), ... Reaction SMILES: [Br:2][c:3]1[cH:4][c:5]([C:6](=[O:7])[N:8]([CH3:9])[CH:10]2[CH:11]([c:16]3[cH:17][c:18]([CH3:23])[c:19]([Cl:22])[cH:20][cH:21]3)[CH2:12][NH:13][CH2:14][CH2:15]2)[cH:24][c:25]([C:27]([F:28])([F:29])[F:30])[cH:26]1.[C:31]([CH3:32])(=[O:33])[N:34]1[CH2:35][CH2:36][CH:37]([C:40](=[O:41])[OH:42])[CH2:38][CH2:39]1.[ClH:1]>>[Br:2][c:3]1[cH:4][c:5]([C:6](=[O:7])[N:8]([CH3:9])[CH:10]2[CH:11]([c:16]3[cH:17][c:18]([CH3:23])[c:19]([Cl:22])[cH:20][cH:21]3)[CH2:12][N:13]([C:40]([CH:37]3[CH2:36][CH2:35][N:34]([C:31]([CH3:32])=[O:33])[CH2:39][CH2:38]3)=[O:41])[CH2:14][CH2:15]2)[cH:24][c:25]([C:27]([F:28])([F:29])[F:30])[cH:26]1. Reactants: Cc1cc(C2CNCCC2N(C)C(=O)c2cc(Br)cc(C(F)(F)F)c2)ccc1Cl, CC(=O)N1CCC(C(=O)O)CC1, Cl. Yields the product CC(=O)N1CCC(C(=O)N2CCC(N(C)C(=O)c3cc(Br)cc(C(F)(F)F)c3)C(c3ccc(Cl)c(C)c3)C2)CC1. The reactants are F[B-](F)(F)F, CCOC(C)=O, CCN(C(C)C)C(C)C, CC(C)(C)OC(=O)N1CCN(CC(O)CN)CC1, CN(C)C=O, O=C(O)c1ccc(Nc2nc(NCc3ccc(O)cc3)nc(OCC(F)(F)F)n2)cc1, CN(C)C(On1nnc2ccccc21)=[N+](C)C. Yields the product CC(C)(C)OC(=O)N1CCN(CC(O)CNC(=O)c2ccc(Nc3nc(NCc4ccc(O)cc4)nc(OCC(F)(F)F)n3)cc2)CC1. RXN SMILES: [B-:10]([F:11])([F:12])([F:13])[F:14].[CH3:86][CH2:87][O:88][C:89]([CH3:90])=[O:91].[CH:1]([N:2]([CH2:3][CH3:4])[CH:5]([CH3:6])[CH3:7])([CH3:8])[CH3:9].[NH2:63][CH2:64][CH:65]([CH2:66][N:67]1[CH2:68][CH2:69][N:70]([C:73](=[O:74])[O:75][C:76]([CH3:77])([CH3:78])[CH3:79])[CH2:71][CH2:72]1)[OH:80].[O:81]=[CH:82][N:83]([CH3:84])[CH3:85].[OH:32][c:33]1[cH:34][cH:35][c:36]([CH2:37][NH:38][c:39]2[n:40][c:41]([NH:51][c:52]3[cH:53][cH:54][c:55]([C:56](=[O:57])[OH:58])[cH:59][cH:60]3)[n:42][c:43]([O:45][CH2:46][C:47]([F:48])([F:49])[F:50])[n:44]2)[cH:61][cH:62]1.[n:15]1([O:16][C:17]([N:18]([CH3:19])[CH3:20])=[N+:21]([CH3:22])[CH3:23])[c:24]2[cH:25][cH:26][cH:27][cH:28][c:29]2[n:30][n:31]1>>[OH:32][c:33]1[cH:34][cH:35][c:36]([CH2:37][NH:38][c:39]2[n:40][c:41]([NH:51][c:52]3[cH:53][cH:54][c:55]([C:56](=[O:57])[NH:63][CH2:64][CH:65]([CH2:66][N:67]4[CH2:68][CH2:69][N:70]([C:73](=[O:74])[O:75][C:76]([CH3:77])([CH3:78])[CH3:79])[CH2:71][CH2:72]4)[OH:80])[cH:59][cH:60]3)[n:42][c:43]([O:45][CH2:46][C:47]([F:48])([F:49])[F:50])[n:44]2)[cH:61][cH:62]1. The reactants are COC=1C=CC2=C(C(=C3N2CC2=CC=CC=C32)C=CCC(=O)OCC)N1 (Ethyl 4-(2-methoxy-6H-pyrido[2′,3′:4,5]pyrrolo[2,1-a]isoindol-11-yl)-3-butenoate), [OH-].[Na+] (sodium hydroxide). Run in C(C)O (ethanol). Product: COC=1C=CC2=C(C(=C3N2CC2=CC=CC=C32)CCCC(=O)O)N1 (4-(2-Methoxy-6H-pyrido[2′,3′:4,5]pyrrolo[2,1-a]isoindol-11-yl)-butanoic acid). As a reaction SMILES: [CH3:1][O:2][C:3]1[CH:4]=[CH:5][C:6]2[N:10]3[CH2:11][C:12]4[C:17]([C:9]3=[C:8]([CH:18]=[CH:19][CH2:20][C:21]([O:23]CC)=[O:22])[C:7]=2[N:26]=1)=[CH:16][CH:15]=[CH:14][CH:13]=4.[OH-].[Na+]>C(O)C>[CH3:1][O:2][C:3]1[CH:4]=[CH:5][C:6]2[N:10]3[CH2:11][C:12]4[C:17]([C:9]3=[C:8]([CH2:18][CH2:19][CH2:20][C:21]([OH:23])=[O:22])[C:7]=2[N:26]=1)=[CH:16][CH:15]=[CH:14][CH:13]=4 |f:1.2|. Reported procedure: The ester obtained in Step A is placed in 150 ml of ethanol in the presence of 40 ml of 2N sodium hydroxide solution. The title acid is isolated after stirring at room temperature and then refluxing. Reactants: BrB(Br)Br, COc1ncccc1-c1ccc(CC2CCN(C3CCCCC3)C2=O)c(Cl)c1, ClCCl. The product is O=C1C(Cc2ccc(-c3cccnc3O)cc2Cl)CCN1C1CCCCC1. RXN SMILES: [B:29]([Br:30])([Br:31])[Br:32].[Cl:1][c:2]1[c:3]([CH2:4][CH:5]2[C:6](=[O:16])[N:7]([CH:10]3[CH2:11][CH2:12][CH2:13][CH2:14][CH2:15]3)[CH2:8][CH2:9]2)[cH:17][cH:18][c:19](-[c:21]2[c:22]([O:27][CH3:28])[n:23][cH:24][cH:25][cH:26]2)[cH:20]1.[Cl:33][CH2:34][Cl:35]>>[Cl:1][c:2]1[c:3]([CH2:4][CH:5]2[C:6](=[O:16])[N:7]([CH:10]3[CH2:11][CH2:12][CH2:13][CH2:14][CH2:15]3)[CH2:8][CH2:9]2)[cH:17][cH:18][c:19](-[c:21]2[c:22]([OH:27])[n:23][cH:24][cH:25][cH:26]2)[cH:20]1. The reactants are O1CCN(CC1)C1=CC=C(C=C1)N=C=S (4-morpholinophenylisothiocyanate), C1(=CC(=CC(=C1)C)C)C(=O)[O-].N[N+]1=C(C=NC=C1)N (1,2-diamino-pyrazinium mesitylenate), C(C)(C)N(CC)C(C)C (diisopropylethylamine), CCN=C=NCCCN(C)C (EDCI), ClCCl (dichloromethane). Run at time 6 hour. Product: ClC=1C=2N(C=CN1)N=C(N2)NC2=CC=C(C=C2)N2CCOCC2 (8-Chloro-[1,2,4]triazolo[1,5-a]pyrazin-2-yl-(4-morpholin-4-yl-phenyl)-amine). The yield is 84.2%. Reaction SMILES: [O:1]1[CH2:6][CH2:5][N:4]([C:7]2[CH:12]=[CH:11][C:10]([N:13]=[C:14]=S)=[CH:9][CH:8]=2)[CH2:3][CH2:2]1.C1(C([O-])=O)C=C(C)C=C(C)C=1.[NH2:27][N+:28]1[CH:33]=[CH:32][N:31]=[CH:30][C:29]=1[NH2:34].C(N(C(C)C)CC)(C)C.CCN=C=NCCCN(C)C.[Cl:55]CCl>>[Cl:55][C:30]1[C:29]2[N:28]([N:27]=[C:14]([NH:13][C:10]3[CH:11]=[CH:12][C:7]([N:4]4[CH2:5][CH2:6][O:1][CH2:2][CH2:3]4)=[CH:8][CH:9]=3)[N:34]=2)[CH:33]=[CH:32][N:31]=1 |f:1.2|. Reported procedure: To a solution of 4-morpholinophenylisothiocyanate (2 g, 8.99 mmol) in dry dichloromethane (200 ml), 1,2-diamino-pyrazinium mesitylenate (3.86 g, 11.24 mmol), diisopropylethylamine (5.81 g, 44.99 mmol) and EDCI (3.44 g, 17.98 mmol) are added and stirred for 6 hours. The reaction mixture is concentrated and the residue is taken in water (100 ml), triturated and filtered, washed with water (50 ml×2) and dried, the crude solid is purified by silica column using (60-120) mesh to get the titled produc... The reactants are CO (methanol), C(C)(=O)OCC(=O)Cl (acetoxyacetyl chloride), CC(C)(C)OC(=O)N1CC(=CCC1)C1=C(C=C(C=C1)N1C(O[C@H](C1)CNC(C)=O)=O)F ((S)-3-[4-[5-[(acetylamino)methyl]-2-oxo-3-oxazolidinyl]-2-fluorophenyl]-5,6-dihydro-1(2H)-pyridinecarboxylic acid 1,1-dimethylethyl ester), I[Si](C)(C)C (iodotrimethylsilane), I[Si](C)(C)C (iodotrimethylsilane). Run in C(Cl)Cl (methylene chloride), C(C)N(CC)CC (triethylamine), C(Cl)Cl (methylene chloride), C(C)#N (acetonitrile). Run at time 5 minute. Yields the product O=C1O[C@H](CN1C1=CC(=C(C=C1)C=1CN(CCC1)C(COC(C)=O)=O)F)CNC(C)=O ((S)-N-[[2-Oxo-3-[3-fluoro-4-[1-[(acetoxy)acetyl]-5,6-dihydro-2H-pyridin-3-yl]phenyl]-5-oxazolidinyl]methyl]acetamide). Reaction SMILES: CC(OC([N:8]1[CH2:13][CH2:12][CH:11]=[C:10]([C:14]2[CH:19]=[CH:18][C:17]([N:20]3[CH2:24][C@H:23]([CH2:25][NH:26][C:27](=[O:29])[CH3:28])[O:22][C:21]3=[O:30])=[CH:16][C:15]=2[F:31])[CH2:9]1)=O)(C)C.I[Si](C)(C)C.CO.[C:39]([O:42][CH2:43][C:44](Cl)=[O:45])(=[O:41])[CH3:40]>C(#N)C.C(Cl)Cl.C(N(CC)CC)C>[O:30]=[C:21]1[N:20]([C:17]2[CH:18]=[CH:19][C:14]([C:10]3[CH2:9][N:8]([C:44](=[O:45])[CH2:43][O:42][C:39](=[O:41])[CH3:40])[CH2:13][CH2:12][CH:11]=3)=[C:15]([F:31])[CH:16]=2)[CH2:24][C@H:23]([CH2:25][NH:26][C:27](=[O:29])[CH3:28])[O:22]1. Procedure: A solution of (S)-3-[4-[5-[(acetylamino)methyl]-2-oxo-3-oxazolidinyl]-2-fluorophenyl]-5,6-dihydro-1(2H)-pyridinecarboxylic acid 1,1-dimethylethyl ester (EXAMPLE 70, Step 2, 158 mg) in dry acetonitrile under N2 is treated with iodotrimethylsilane (62 μL) dropwise, and the resulting solution is stirred at ambient temperature for 50 mins, during which additional iodotrimethylsilane (25 μL) is added. The reaction is then treated with methanol (59 μL), stirred for 5 mins and concentrated under reduce...